From a dataset of the Open Reaction Database (ORD), a public repository of structured organic reaction records. describe an organic reaction: reactants, conditions, products, and yield The reactants are FC1=CC=C(C=C1)C1=C(NC2=C1C(NCC2)=O)C=O (3-(4-fluoro-phenyl)-4-oxo-4,5,6,7-tetrahydro-1H-pyrrolo[3,2-c]pyridine-2-carbaldehyde), FC=1C=C2CC(NC2=CC1NC(CO)=O)=O (N-(5-fluoro-2-oxo-2,3-dihydro-1H-indol-6-yl)-2-hydroxy-acetamide). Yields the product FC=1C=C2C(C(NC2=CC1NC(CO)=O)=O)=CC1=C(C=2C(NCCC2N1)=O)C1=CC=C(C=C1)F (N-{5-fluoro-3-[3-(4-fluoro-phenyl)-4-oxo-4,5,6,7-tetrahydro-1H-pyrrolo[3,2-c]pyridin-2-ylmethylene]-2-oxo-2,3-dihydro-1H-indol-6-yl}-2-hydroxy-acetamide). Isolated yield 80.6%. Reaction SMILES: [F:1][C:2]1[CH:7]=[CH:6][C:5]([C:8]2[C:12]3[C:13](=[O:17])[NH:14][CH2:15][CH2:16][C:11]=3[NH:10][C:9]=2[CH:18]=O)=[CH:4][CH:3]=1.[F:20][C:21]1[CH:22]=[C:23]2[C:27](=[CH:28][C:29]=1[NH:30][C:31](=[O:34])[CH2:32][OH:33])[NH:26][C:25](=[O:35])[CH2:24]2>>[F:20][C:21]1[CH:22]=[C:23]2[C:27](=[CH:28][C:29]=1[NH:30][C:31](=[O:34])[CH2:32][OH:33])[NH:26][C:25](=[O:35])[C:24]2=[CH:18][C:9]1[NH:10][C:11]2[CH2:16][CH2:15][NH:14][C:13](=[O:17])[C:12]=2[C:8]=1[C:5]1[CH:6]=[CH:7][C:2]([F:1])=[CH:3][CH:4]=1. Reported procedure: The title compound was prepared under the same conditions as described in Example 46 with 3-(4-fluoro-phenyl)-4-oxo-4,5,6,7-tetrahydro-1H-pyrrolo[3,2-c]pyridine-2-carbaldehyde and N-(5-fluoro-2-oxo-2,3-dihydro-1H-indol-6-yl)-2-hydroxy-acetamide as starting materials to give N-{5-fluoro-3-[3-(4-fluoro-phenyl)-4-oxo-4,5,6,7-tetrahydro-1H-pyrrolo[3,2-c]pyridin-2-ylmethylene]-2-oxo-2,3-dihydro-1H-indol-6-yl}-2-hydroxy-acetamide (72 mg, 80.6%), as a red solid.